Dataset: the Open Reaction Database (ORD), a public repository of structured organic reaction records. Task: describe an organic reaction: reactants, conditions, products, and yield Reactants: C(CC)C1CC(CC1)=O (3-n-propylcyclopentanone), C(CCC)[Li] (n-butyllithium), C(CCCCCCC)OC1=CC=C(C=C1)C1=CC=C(C=C1)Br (4-n-octyloxy-4'-bromobiphenyl). Run in C1(=CC=CC=C1)C.O1CCCC1 (toluene tetrahydrofuran), CCCCCC (hexane), C1(=CC=CC=C1)C.O1CCCC1 (toluene tetrahydrofuran). Conditions: time 15 minute. Product: OC1(CC(CC1)CCC)C1(CC=C(C=C1)C1=CC=CC=C1)OCCCCCCCC (4-(1-hydroxy-3-n-propylcyclopentyl)-4-n-octyloxybiphenyl). RXN SMILES: C([Li])CCC.[CH2:6]([O:14][C:15]1[CH:20]=[CH:19][C:18]([C:21]2[CH:26]=[CH:25][C:24](Br)=[CH:23][CH:22]=2)=[CH:17][CH:16]=1)[CH2:7][CH2:8][CH2:9][CH2:10][CH2:11][CH2:12][CH3:13].[CH2:28]([CH:31]1[CH2:35][CH2:34][C:33](=[O:36])[CH2:32]1)[CH2:29][CH3:30]>CCCCCC.C1(C)C=CC=CC=1.O1CCCC1>[OH:36][C:33]1([C:15]2([O:14][CH2:6][CH2:7][CH2:8][CH2:9][CH2:10][CH2:11][CH2:12][CH3:13])[CH:20]=[CH:19][C:18]([C:21]3[CH:26]=[CH:25][CH:24]=[CH:23][CH:22]=3)=[CH:17][CH2:16]2)[CH2:34][CH2:35][CH:31]([CH2:28][CH2:29][CH3:30])[CH2:32]1 |f:4.5|. Reported procedure: 32 ml of 15% n-butyllithium solution in hexane are added dropwise to a suspension of 18.07 g of 4-n-octyloxy-4'-bromobiphenyl in a mixture of toluene/tetrahydrofuran at -15°. After 15 minutes, a clear solution is obtained and a mixture of 6.31 g of 3-n-propylcyclopentanone and 25 ml of toluene/tetrahydrofuran is added dropwise. After the mixture has reacted for a further 16 hours at room temperature and after conventional work-up and column chromatography, 4-(1-hydroxy-3-n-propylcyclopentyl)-4-n...